From a dataset of the Open Reaction Database (ORD), a public repository of structured organic reaction records. describe an organic reaction: reactants, conditions, products, and yield The reactants are C[O-], CCOC(=O)CC(=O)c1ccc(C)nc1, CO, C=CC(C)=O, [Na+], c1ccccc1. Yields the product CCOC(=O)C(CCC(C)=O)C(=O)c1ccc(C)nc1. Reaction SMILES: [CH3:16][O-:17].[CH3:1][c:2]1[n:3][cH:4][c:5]([C:8]([CH2:9][C:10](=[O:11])[O:12][CH2:13][CH3:14])=[O:15])[cH:6][cH:7]1.[CH3:30][OH:31].[CH:19](=[CH2:20])[C:21](=[O:22])[CH3:23].[Na+:18].[cH:24]1[cH:25][cH:26][cH:27][cH:28][cH:29]1>>[CH3:1][c:2]1[n:3][cH:4][c:5]([C:8]([CH:9]([C:10](=[O:11])[O:12][CH2:13][CH3:14])[CH2:20][CH2:19][C:21](=[O:22])[CH3:23])=[O:15])[cH:6][cH:7]1. Reactants: [OH-].[Na+] (sodium hydroxide), Cl (hydrochloric acid), O (water), COC(CC1=C(C=C(C=C1)C1=C(C=C(C=C1)C(CC)(C1=CC(=C(C=C1)CCC(C(C)(C)C)O)C)CC)C)F)=O ((4′-{1-ethyl-1-[4-(3-hydroxy-4,4-dimethyl-pentyl)-3-methyl-phenyl]-propyl}-3-fluoro-2′-methyl-biphenyl-4-yl)acetic acid methyl ester). Solvent: CO (methanol). Run at time 6 hour. Product: C(C)C(CC)(C1=CC(=C(C=C1)CCC(C(C)(C)C)O)C)C1=CC(=C(C=C1)C1=CC(=C(C=C1)CC(=O)O)F)C ((4′-{1-ethyl-1-[4-(3-hydroxy-4,4-dimethyl-pentyl)-3-methyl-phenyl]-propyl}-3-fluoro-2′-methyl-biphenyl-4-yl)-acetic Acid). Yield: 96.4%. Reaction SMILES: [OH-].[Na+].O.C[O:5][C:6](=[O:42])[CH2:7][C:8]1[CH:13]=[CH:12][C:11]([C:14]2[CH:19]=[CH:18][C:17]([C:20]([CH2:38][CH3:39])([C:23]3[CH:28]=[CH:27][C:26]([CH2:29][CH2:30][CH:31]([OH:36])[C:32]([CH3:35])([CH3:34])[CH3:33])=[C:25]([CH3:37])[CH:24]=3)[CH2:21][CH3:22])=[CH:16][C:15]=2[CH3:40])=[CH:10][C:9]=1[F:41].Cl>CO>[CH2:21]([C:20]([C:17]1[CH:18]=[CH:19][C:14]([C:11]2[CH:12]=[CH:13][C:8]([CH2:7][C:6]([OH:42])=[O:5])=[C:9]([F:41])[CH:10]=2)=[C:15]([CH3:40])[CH:16]=1)([C:23]1[CH:28]=[CH:27][C:26]([CH2:29][CH2:30][CH:31]([OH:36])[C:32]([CH3:34])([CH3:35])[CH3:33])=[C:25]([CH3:37])[CH:24]=1)[CH2:38][CH3:39])[CH3:22] |f:0.1|. Procedure details: A mixed solution of a 6 N sodium hydroxide aqueous solution (0.011 mL) with water (0.032 mL) was added to a solution of (4′-{1-ethyl-1-[4-(3-hydroxy-4,4-dimethyl-pentyl)-3-methyl-phenyl]-propyl}-3-fluoro-2′-methyl-biphenyl-4-yl)acetic acid methyl ester (Example 60-(2); 8.5 mg, 0.016 mmol) in methanol (0.22 mL) at room temperature, and the mixture was stirred at room temperature for six hours. The mixture was acidified with dilute hydrochloric acid aqueous solution, followed by extraction with et... Reactants: [BH4-], COc1ccc(C(=O)CNCc2ccccc2)cc1, CO, [Na+]. Yields the product COc1ccc(C(O)CNCc2ccccc2)cc1. RXN SMILES: [BH4-:20].[CH2:1]([c:2]1[cH:3][cH:4][cH:5][cH:6][cH:7]1)[NH:8][CH2:9][C:10](=[O:11])[c:12]1[cH:13][cH:14][c:15]([O:18][CH3:19])[cH:16][cH:17]1.[CH3:22][OH:23].[Na+:21]>>[CH2:1]([c:2]1[cH:3][cH:4][cH:5][cH:6][cH:7]1)[NH:8][CH2:9][CH:10]([OH:11])[c:12]1[cH:13][cH:14][c:15]([O:18][CH3:19])[cH:16][cH:17]1. Starting materials: FC1=C(C=CC(=C1)OCC1=CC=C(C=C1)Cl)[N+](=O)[O-] (2-fluoro-4-(4-chlorophenylmethoxy)nitrobenzene), O (water). Reagents/catalysts: [Fe] (iron). Solvent: C(C)(=O)O (acetic acid). Run at temperature 25 celsius, time 1 hour. Yields the product FC1=C(N)C=CC(=C1)OCC1=CC=C(C=C1)Cl (2-fluoro-4-(4-chlorophenylmethoxy)aniline). The yield is 88.2%. RXN SMILES: [F:1][C:2]1[CH:7]=[C:6]([O:8][CH2:9][C:10]2[CH:15]=[CH:14][C:13]([Cl:16])=[CH:12][CH:11]=2)[CH:5]=[CH:4][C:3]=1[N+:17]([O-])=O.O>C(O)(=O)C.[Fe]>[F:1][C:2]1[CH:7]=[C:6]([O:8][CH2:9][C:10]2[CH:15]=[CH:14][C:13]([Cl:16])=[CH:12][CH:11]=2)[CH:5]=[CH:4][C:3]=1[NH2:17]. Reported procedure: A stirred solution of 9.0 grams (0.032 mole) of 2-fluoro-4-(4-chlorophenylmethoxy)nitrobenzene and 10 mL of water in 150 mL of glacial acetic acid was maintained at 50° C. while 9.0 grams of iron powder was slowly added. Upon completion of addition, the reaction mixture was cooled to 25° C. where it was stirred for about one hour. After this time the reaction mixture was filtered ,and the filtrate was poured into water. The mixture was then extracted with ethyl acetate. The extract was dried wit... The reactants are CN(CCCN1CC2=C(NC3=CC=C4C(=C23)C(=CS4)C)CC1)C (9-(3-dimethylaminopropyl)-1-methyl-7,8,9,10-tetrahydrothieno[3,2-e]pyrido[4,3-b]indole), C(\C=C/C(=O)[O-])(=O)[O-] (maleate), [H-].[Na+] (NaH), CN(CCCCl)C (3-dimethylaminopropyl chloride). Yields the product C(\C=C/C(=O)O)(=O)O.C(\C=C/C(=O)O)(=O)O.C(\C=C/C(=O)O)(=O)O.CN(CCCN1C2=C(C3=C4C(=CC=C13)SC=C4C)CN(CC2)CCCN(C)C)C (6,9-Bis-(3-dimethylaminopropyl)-1-methyl-7,8,9,10-tetrahydrothieno[3,2-e]pyrido[4,3-b]indole trimaleate). Reaction SMILES: [CH3:1][N:2]([CH3:23])[CH2:3][CH2:4][CH2:5][N:6]1[CH2:22][CH2:21][C:9]2[NH:10][C:11]3[C:16]([C:8]=2[CH2:7]1)=[C:15]1[C:17]([CH3:20])=[CH:18][S:19][C:14]1=[CH:13][CH:12]=3.[H-].[Na+].[CH3:26][N:27]([CH3:32])[CH2:28][CH2:29][CH2:30]Cl.[C:33]([O-:40])(=[O:39])/[CH:34]=[CH:35]\[C:36]([O-:38])=[O:37]>>[C:33]([OH:40])(=[O:39])/[CH:34]=[CH:35]\[C:36]([OH:38])=[O:37].[C:33]([OH:40])(=[O:39])/[CH:34]=[CH:35]\[C:36]([OH:38])=[O:37].[C:33]([OH:40])(=[O:39])/[CH:34]=[CH:35]\[C:36]([OH:38])=[O:37].[CH3:26][N:27]([CH3:32])[CH2:28][CH2:29][CH2:30][N:10]1[C:11]2[C:16](=[C:15]3[C:17]([CH3:20])=[CH:18][S:19][C:14]3=[CH:13][CH:12]=2)[C:8]2[CH2:7][N:6]([CH2:5][CH2:4][CH2:3][N:2]([CH3:1])[CH3:23])[CH2:22][CH2:21][C:9]1=2 |f:1.2,5.6.7.8|. Procedure: The compound is formed analogously to that described in Example 31, from 5 g of 9-(3-dimethylaminopropyl)-1-methyl-7,8,9,10-tetrahydrothieno[3,2-e]pyrido[4,3-b]indole, NaH and 3-dimethylaminopropyl chloride indimethylformamide, the product subsequently being converted into the maleate. Melting point: 174° C. Starting materials: [N+](=O)([O-])C1=CC=C(C=C1)C=1C2=C(NN1)C1=CC=CC=C1C2 (3-(4-nitrophenyl)-1,4-dihydroindeno[1,2-c]pyrazole), C(=O)[O-].[NH4+] (ammonium formate). The reagents and catalysts are [Pd] (palladium on charcoal). Solvent: industrial methylated spirit. Conditions: temperature 70 celsius. The product is N1N=C(C2=C1C1=CC=CC=C1C2)C2=CC=C(N)C=C2 (4-(1,4-dihydroindeno[1,2-c]pyrazol-3-yl)aniline). As a reaction SMILES: [N+:1]([C:4]1[CH:9]=[CH:8][C:7]([C:10]2[C:11]3[CH2:21][C:20]4[C:15](=[CH:16][CH:17]=[CH:18][CH:19]=4)[C:12]=3[NH:13][N:14]=2)=[CH:6][CH:5]=1)([O-])=O.C([O-])=O.[NH4+]>[Pd]>[NH:13]1[C:12]2[C:15]3[C:20]([CH2:21][C:11]=2[C:10]([C:7]2[CH:8]=[CH:9][C:4]([NH2:1])=[CH:5][CH:6]=2)=[N:14]1)=[CH:19][CH:18]=[CH:17][CH:16]=3 |f:1.2|. Procedure details: The product from Example 12 (3.0 g) was suspended in industrial methylated spirit (200 ml) and 5% palladium on charcoal (250 mg) was added followed by ammonium formate (2.05 g). The mixture was stirred and heated at 70° C. for 3 hours and then cooled to ambient temperature and then filtered. The filtrate was concentrated under reduced pressure and triturated with dichloromethane to give 4-(1,4-dihydroindeno[1,2-c]pyrazol-3-yl)aniline, m.p. 253-254° C. Starting materials: ClCC=1SC(=NN1)C1CC1 (2-chloromethyl-5-cyclopropyl-[1,3,4]thiadiazole), C(C)(C)N1CCC(CC1)NS(=O)(=O)CCNC(=O)C=1SC(=CC1)Cl (5-chloro-thiophene-2-carboxylic acid [2-(1-isopropyl-piperidin-4-ylsulfamoyl)-ethyl]-amide). The product is C1(CC1)C1=NN=C(S1)CN(S(=O)(=O)CCNC(=O)C=1SC(=CC1)Cl)C1CCN(CC1)C(C)C (5-chloro-thiophene-2-carboxylic acid {2-[(5-cyclopropyl-[1,3,4]thiadiazol-2-ylmethyl)-(1-isopropyl-piperidin-4-yl)-sulfamoyl]-ethyl}-amide). As a reaction SMILES: Cl[CH2:2][C:3]1[S:4][C:5]([CH:8]2[CH2:10][CH2:9]2)=[N:6][N:7]=1.[CH:11]([N:14]1[CH2:19][CH2:18][CH:17]([NH:20][S:21]([CH2:24][CH2:25][NH:26][C:27]([C:29]2[S:30][C:31]([Cl:34])=[CH:32][CH:33]=2)=[O:28])(=[O:23])=[O:22])[CH2:16][CH2:15]1)([CH3:13])[CH3:12]>>[CH:8]1([C:5]2[S:4][C:3]([CH2:2][N:20]([CH:17]3[CH2:18][CH2:19][N:14]([CH:11]([CH3:13])[CH3:12])[CH2:15][CH2:16]3)[S:21]([CH2:24][CH2:25][NH:26][C:27]([C:29]3[S:30][C:31]([Cl:34])=[CH:32][CH:33]=3)=[O:28])(=[O:22])=[O:23])=[N:7][N:6]=2)[CH2:10][CH2:9]1. Reported procedure: 5-Chloro-thiophene-2-carboxylic acid {2-[(5-cyclopropyl-[1,3,4]thiadiazol-2-ylmethyl)-(1-isopropyl-piperidin-4-yl)-sulfamoyl]-ethyl}-amide was prepared by an analogous procedure as described in example 15 starting from 89 mg (2 equiv.) 2-chloromethyl-5-cyclopropyl-[1,3,4]thiadiazole and 100 mg (0.25 mmol) 5-chloro-thiophene-2-carboxylic acid [2-(1-isopropyl-piperidin-4-ylsulfamoyl)-ethyl]-amide. Final purification by preparative RP-HPLC (CH3CN/H2O gradient+0.1% TFA) gave pure 5-chloro-thiophene-...